This data is from the Open Reaction Database (ORD), a public repository of structured organic reaction records. The task is: describe an organic reaction: reactants, conditions, products, and yield Starting materials: C1=CC=C(C=C1)C(N=C=O)N=C=O (toluylene diisocyanate), C(O)C(CC)(CO)CO (trimethylol propane), CCC(O)(N)C (dimethyl amino ethanol), CN(CCO)CCO (methyl diethanol amine), NCO. Solvent: C(C)OC(C)=O (ethylacetate), C(C)OC(C)=O (ethylacetate), C(C)OCCO (ethylene glycol monoethyl ether). Run at temperature 60 celsius, time 3 hour. The product is NCCCNC(=O)OCC (Aminopropylurethane). Reaction SMILES: C([C:3]([CH2:8][OH:9])(CO)CC)O.CCC(C)([NH2:14])O.CN(CCO)CCO.C1C=C[C:27]([CH:30](N=C=O)[N:31]=[C:32]=[O:33])=[CH:26]C=1>C(OCCO)C.C(OC(=O)C)C>[NH2:14][CH2:26][CH2:27][CH2:30][NH:31][C:32]([O:9][CH2:8][CH3:3])=[O:33]. Procedure details: 603 g of anhydrous ethylacetate, 603 g of trimethylol propane, 133.5 g of dimethyl amino ethanol and 178.5 g of methyl diethanol amine are dissolved. Into this solution in a double wall flask there is added drop by drop a solution of 522 g of anhydrous ethylacetate and 1044 g of toluylene diisocyanate at 40° C., under thorough agitation and simultaneous cooling, over a period of 3 hours, wherein the temperature does not exceed 50° C. To complete the reaction, the mixture is then heated to 60° C.... The reactants are CN(C1=NC=CC=C1)C1=CC=C(C=C1)[C@H]1CN(CCO1)[C@H](C)C1=CC=CC=C1 (N-Methyl-N-(4-((2S)-4-((1R)-1-phenylethyl)morpholin-2-yl)-phenyl)pyridin-2-amine), C(=O)[O-].[NH4+] (ammonium formate), CO (methanol), O (water). Reagents/catalysts: [Pd] (palladium on carbon). Run in O1CCCC1 (tetrahydrofuran). Reaction conditions: temperature 95 celsius, time 1 hour. Yields the product CN(C1=NC=CC=C1)C1=CC=C(C=C1)[C@H]1CNCCO1 (N-Methyl-N-(4-((2S)-morpholin-2-yl)phenyl)pyridin-2-amine). Isolated yield 94.1%. Reaction SMILES: [CH3:1][N:2]([C:9]1[CH:14]=[CH:13][C:12]([C@@H:15]2[O:20][CH2:19][CH2:18][N:17]([C@@H](C3C=CC=CC=3)C)[CH2:16]2)=[CH:11][CH:10]=1)[C:3]1[CH:8]=[CH:7][CH:6]=[CH:5][N:4]=1.C([O-])=O.[NH4+].CO.O>O1CCCC1.[Pd]>[CH3:1][N:2]([C:9]1[CH:10]=[CH:11][C:12]([C@@H:15]2[O:20][CH2:19][CH2:18][NH:17][CH2:16]2)=[CH:13][CH:14]=1)[C:3]1[CH:8]=[CH:7][CH:6]=[CH:5][N:4]=1 |f:1.2|. Reported procedure: To a solution of N-Methyl-N-(4-((2S)-4-((1R)-1-phenylethyl)morpholin-2-yl)-phenyl)pyridin-2-amine (0.57 g, 1.5 mmol) and ammonium formate (0.48 g, 7.6 mmol) in tetrahydrofuran (15 ml)-methanol (30 ml)-water (16 ml) was added 10% palladium on carbon (wet, 200 mg) and stirred at 95° C. for one hour. After filtration, the solvent was removed under reduced pressure and the residue was partitioned between water and dichloromethane. The organic layer was dried over anhydrous sodium sulfate and the sol...